From a dataset of the Open Reaction Database (ORD), a public repository of structured organic reaction records. describe an organic reaction: reactants, conditions, products, and yield Starting materials: C(C)(=O)C=1C(NC(N([C@H]2C[C@H](O)[C@@H](CO)O2)C1)=O)=O (5-acetyl-2'-deoxyuridine), C1(=CC=CC=C1)P(C1=CC=CC=C1)C1=CC=CC=C1 (triphenylphosphine), [N-]=[N+]=[N-].[Na+] (sodium azide), C(Br)(Br)(Br)Br (carbon tetrabromide). The solvent is CN(C=O)C (dimethylformamide). The product is C(C)(=O)C=1C(NC(N([C@H]2C[C@H](O)[C@@H](CN=[N+]=[N-])O2)C1)=O)=O (5-acetyl-5'-azido-2',5'-dideoxyuridine). Yield: 58.1%. RXN SMILES: [C:1]([C:4]1[C:5](=[O:19])[NH:6][C:7](=[O:18])[N:8]([CH:17]=1)[C@@H:9]1[O:16][C@H:13]([CH2:14]O)[C@@H:11]([OH:12])[CH2:10]1)(=[O:3])[CH3:2].C1(P(C2C=CC=CC=2)C2C=CC=CC=2)C=CC=CC=1.[N-:39]=[N+:40]=[N-:41].[Na+].C(Br)(Br)(Br)Br>CN(C)C=O>[C:1]([C:4]1[C:5](=[O:19])[NH:6][C:7](=[O:18])[N:8]([CH:17]=1)[C@@H:9]1[O:16][C@H:13]([CH2:14][N:39]=[N+:40]=[N-:41])[C@@H:11]([OH:12])[CH2:10]1)(=[O:3])[CH3:2] |f:2.3|. Procedure details: 1.26 g of 5-acetyl-2'-deoxyuridine, 1.35 g of triphenylphosphine, 1.52 g of sodium azide and 1.7 g of carbon tetrabromide in 40 ml of dimethylformamide were reacted as described in Example 54 and the product was purified by chromatography on 400 g of silica gel in dichloromethane/methanol (9:1) to give 0.80 g of 5-acetyl-5'-azido-2',5'-dideoxyuridine of melting point 159°-162° C. (decomposition). The reactants are C1CCOC1, CC(C)C[AlH]CC(C)C, Cc1ccccc1, COCCOc1nc(N)c2nc(Br)n(Cc3cccc(C(=O)OC)c3)c2n1. Yields the product COCCOc1nc(N)c2nc(Br)n(Cc3cccc(CO)c3)c2n1. As a reaction SMILES: [CH2:37]1[O:38][CH2:39][CH2:40][CH2:41]1.[CH3:28][CH:29]([CH2:30][AlH:31][CH2:32][CH:33]([CH3:34])[CH3:35])[CH3:36].[CH3:42][c:43]1[cH:44][cH:45][cH:46][cH:47][cH:48]1.[NH2:1][c:2]1[c:3]2[n:4][c:5]([Br:27])[n:6]([CH2:16][c:17]3[cH:18][c:19]([C:20](=[O:21])[O:22][CH3:23])[cH:24][cH:25][cH:26]3)[c:7]2[n:8][c:9]([O:11][CH2:12][CH2:13][O:14][CH3:15])[n:10]1>>[NH2:1][c:2]1[c:3]2[n:4][c:5]([Br:27])[n:6]([CH2:16][c:17]3[cH:18][c:19]([CH2:20][OH:21])[cH:24][cH:25][cH:26]3)[c:7]2[n:8][c:9]([O:11][CH2:12][CH2:13][O:14][CH3:15])[n:10]1. Starting materials: ClC1=C(C=CC(=C1)Cl)C=1N=C(C(=NC1CC)N[C@H]1[C@H](CC2=CC=CC=C12)OCC)CC (5-(2,4-dichlorophenyl)-N-[(1R,2S)-2-ethoxy-2,3-dihydro-1H-inden-1-yl]-3,6-diethylpyrazin-2-amine), BrCCOC (2-bromoethylmethylether). The product is ClC1=C(C=CC(=C1)Cl)C=1N=C(C(=NC1CC)N[C@H]1[C@H](CC2=CC=CC=C12)OCCOC)CC (5-(2,4-dichlorophenyl)-3,6-diethyl-N-[(1R,2S)-2-(2-methoxyethoxy)-2,3-dihydro-1H-inden-1-yl]pyrazin-2-amine). Reaction SMILES: [Cl:1][C:2]1[CH:7]=[C:6]([Cl:8])[CH:5]=[CH:4][C:3]=1[C:9]1[N:10]=[C:11]([CH2:30][CH3:31])[C:12]([NH:17][C@@H:18]2[C:26]3[C:21](=[CH:22][CH:23]=[CH:24][CH:25]=3)[CH2:20][C@@H:19]2[O:27][CH2:28][CH3:29])=[N:13][C:14]=1[CH2:15][CH3:16].BrC[CH2:34][O:35]C>>[Cl:1][C:2]1[CH:7]=[C:6]([Cl:8])[CH:5]=[CH:4][C:3]=1[C:9]1[N:10]=[C:11]([CH2:30][CH3:31])[C:12]([NH:17][C@@H:18]2[C:26]3[C:21](=[CH:22][CH:23]=[CH:24][CH:25]=3)[CH2:20][C@@H:19]2[O:27][CH2:28][CH2:29][O:35][CH3:34])=[N:13][C:14]=1[CH2:15][CH3:16]. Procedure: Following the procedure for the preparation of 5-(2,4-dichlorophenyl)-N-[(1R,2S)-2-ethoxy-2,3-dihydro-1H-inden-1-yl]-3,6-diethylpyrazin-2-amine but substituting 2-bromoethylmethylether and making non-critical variations provided the title compound as a light yellow syrup. IR (liq.) 3418, 2971, 2934, 2875, 1565, 1552, 1498, 1471, 1392, 1376, 1201, 1183, 1132, 1100, 748 cm−1; OAMS supporting ions at: ESI+ 485.8; MS (CI) m/z 486 (MH+); [α]25D=−102 (c 0.57, methylene chloride); Anal. Calcd for C26H2... The solvent is O (water), CN(C)C=O (DMF). Run at temperature 60 celsius, time 7 hour. Starting materials: Cl.OC=1C=C2CCC(CC2=CC1)CN1CCCCC1 (6-hydroxy-2-piperidinomethyltetralin hydrochloride), ClCC=1SC2=C(N1)C=CC=C2 (2-chloromethylbenzothiazole), C([O-])([O-])=O.[K+].[K+] (potassium carbonate). Yields the product Cl.S1C(=NC2=C1C=CC=C2)COC=2C=C1CCC(CC1=CC2)CN2CCCCC2 (6-(2-Benzothiazolyl)methoxy-2-piperidinomethyltetralin Hydrochloride). Yield: 50.6%. Procedure: To a solution of 6-hydroxy-2-piperidinomethyltetralin hydrochloride (205 mg, Reference Example 19) and 2-chloromethylbenzothiazole (183 mg) in DMF (10 ml) was added potassium carbonate (327 mg) and the reaction mixture was stirred at room temperature for 4 days and further at 60° C. for 7 hr. The reaction mixture was diluted with water and extracted with ethyl acetate. The organic layer was washed with water and saturated aqueous sodium chloride, dried, and concentrated. The residue was purified... Reaction SMILES: Cl.[OH:2][C:3]1[CH:4]=[C:5]2[C:10](=[CH:11][CH:12]=1)[CH2:9][CH:8]([CH2:13][N:14]1[CH2:19][CH2:18][CH2:17][CH2:16][CH2:15]1)[CH2:7][CH2:6]2.[Cl:20][CH2:21][C:22]1[S:23][C:24]2[CH:30]=[CH:29][CH:28]=[CH:27][C:25]=2[N:26]=1.C(=O)([O-])[O-].[K+].[K+]>CN(C=O)C.O>[ClH:20].[S:23]1[C:24]2[CH:30]=[CH:29][CH:28]=[CH:27][C:25]=2[N:26]=[C:22]1[CH2:21][O:2][C:3]1[CH:4]=[C:5]2[C:10](=[CH:11][CH:12]=1)[CH2:9][CH:8]([CH2:13][N:14]1[CH2:19][CH2:18][CH2:17][CH2:16][CH2:15]1)[CH2:7][CH2:6]2 |f:0.1,3.4.5,8.9|.